Dataset: the Open Reaction Database (ORD), a public repository of structured organic reaction records. Task: describe an organic reaction: reactants, conditions, products, and yield Starting materials: C(C1=CC=CC=C1)N(C1(COC1)CNC1=NC(=NC2=CC=C(C=C12)C)N1CCS(C2=C(C1)C=CC=C2)(=O)=O)CC2=CC=CC=C2 (N-{[3-(dibenzylamino)oxetan-3-yl]methyl}-2-(1,1-dioxido-2,3-dihydro-1,4-benzothiazepin-4(5H)-yl)-6-methylquinazolin-4-amine), S1CCNCC2=C1C=CC=C2 (2,3,4,5-tetrahydro-1,4-benzothiazepine), ClC1=NC2=CC=C(C=C2C(=N1)Cl)C (2,4-dichloro-6-methylquinazoline), 1-(aminomethyl)-N-dibenzylcyclobutanamine. Product: C(C1=CC=CC=C1)NC1(CCC1)CNC1=NC(=NC2=CC=C(C=C12)C)N1CCS(C2=C(C1)C=CC=C2)(=O)=O (N-[(1-Benzylamino-cyclobutyl)methyl]-2-(1,1-dioxido-2,3-dihydro-1,4-benzothiazepin-4 (5H)-yl)-6-methylquinazolin-4-amine). As a reaction SMILES: [CH2:1]([N:8](CC1C=CC=CC=1)[C:9]1([CH2:13][NH:14][C:15]2[C:24]3[C:19](=[CH:20][CH:21]=[C:22]([CH3:25])[CH:23]=3)[N:18]=[C:17]([N:26]3[CH2:32][C:31]4[CH:33]=[CH:34][CH:35]=[CH:36][C:30]=4[S:29](=[O:38])(=[O:37])[CH2:28][CH2:27]3)[N:16]=2)[CH2:12]OC1)[C:2]1[CH:7]=[CH:6][CH:5]=[CH:4][CH:3]=1.ClC1N=C(Cl)C2[C:49](=[CH:50]C=C(C)C=2)N=1.S1C2C=CC=CC=2CNCC1>>[CH2:1]([NH:8][C:9]1([CH2:13][NH:14][C:15]2[C:24]3[C:19](=[CH:20][CH:21]=[C:22]([CH3:25])[CH:23]=3)[N:18]=[C:17]([N:26]3[CH2:32][C:31]4[CH:33]=[CH:34][CH:35]=[CH:36][C:30]=4[S:29](=[O:37])(=[O:38])[CH2:28][CH2:27]3)[N:16]=2)[CH2:50][CH2:49][CH2:12]1)[C:2]1[CH:7]=[CH:6][CH:5]=[CH:4][CH:3]=1. Procedure: The title compound was prepared in analogy to N-{[3-(dibenzylamino)oxetan-3-yl]methyl}-2-(1,1-dioxido-2,3-dihydro-1,4-benzothiazepin-4(5H)-yl)-6-methylquinazolin-4-amine in Example 61-1 in Scheme 24 by using 2,4-dichloro-6-methylquinazoline, 1-(aminomethyl)-N-dibenzylcyclobutanamine and 2,3,4,5-tetrahydro-1,4-benzothiazepine.